From a dataset of the Open Reaction Database (ORD), a public repository of structured organic reaction records. describe an organic reaction: reactants, conditions, products, and yield Reactants: Cc1cc(Br)ncc1C(Cl)c1cc(F)ccc1F, O=C([O-])[O-], CCOC(C)=O, CN(C)C=O, Fc1ccc(S)cc1, [K+], [K+], O. Product: Cc1cc(Br)ncc1C(Sc1ccc(F)cc1)c1cc(F)ccc1F. RXN SMILES: [Br:1][c:2]1[n:3][cH:4][c:5]([CH:9]([c:10]2[c:11]([F:17])[cH:12][cH:13][c:14]([F:16])[cH:15]2)[Cl:18])[c:6]([CH3:8])[cH:7]1.[C:27](=[O:28])([O-:29])[O-:30].[CH3:33][CH2:34][O:35][C:36](=[O:37])[CH3:38].[CH3:39][N:40]([CH3:41])[CH:42]=[O:43].[F:19][c:20]1[cH:21][cH:22][c:23]([SH:26])[cH:24][cH:25]1.[K+:31].[K+:32].[OH2:44]>>[Br:1][c:2]1[n:3][cH:4][c:5]([CH:9]([c:10]2[c:11]([F:17])[cH:12][cH:13][c:14]([F:16])[cH:15]2)[S:26][c:23]2[cH:22][cH:21][c:20]([F:19])[cH:25][cH:24]2)[c:6]([CH3:8])[cH:7]1. The reactants are [Br-], [Br-], ClCCCBr, CCCCCCCCCCCCN(C)C, COC(C)(C)C, CO, CCCCCCCCCCCC[N+](C)(C)CCCCCl, CCCCCCCCCCCC[N+](C)(C)CCCCCCCl. Product: [Br-], CCCCCCCCCCCC[N+](C)(C)CCCCl. As a reaction SMILES: [Br-:21].[Br-:42].[Br:16][CH2:17][CH2:18][CH2:19][Cl:20].[CH3:1][N:2]([CH3:3])[CH2:4][CH2:5][CH2:6][CH2:7][CH2:8][CH2:9][CH2:10][CH2:11][CH2:12][CH2:13][CH2:14][CH3:15].[CH3:65][O:66][C:67]([CH3:68])([CH3:69])[CH3:70].[CH3:71][OH:72].[Cl:22][CH2:23][CH2:24][CH2:25][CH2:26][N+:27]([CH2:28][CH2:29][CH2:30][CH2:31][CH2:32][CH2:33][CH2:34][CH2:35][CH2:36][CH2:37][CH2:38][CH3:39])([CH3:40])[CH3:41].[Cl:43][CH2:44][CH2:45][CH2:46][CH2:47][CH2:48][CH2:49][N+:50]([CH2:51][CH2:52][CH2:53][CH2:54][CH2:55][CH2:56][CH2:57][CH2:58][CH2:59][CH2:60][CH2:61][CH3:62])([CH3:63])[CH3:64]>>[Br-:16].[CH3:1][N+:2]([CH3:3])([CH2:4][CH2:5][CH2:6][CH2:7][CH2:8][CH2:9][CH2:10][CH2:11][CH2:12][CH2:13][CH2:14][CH3:15])[CH2:17][CH2:18][CH2:19][Cl:20]. The reactants are C1(CC1)COC1=C(C=C(C=C1)S(=O)(=O)CC)B1OC(C(O1)(C)C)(C)C (2-[2-(cyclopropylmethoxy)-5-ethylsulfonylphenyl]-4,4,5,5-tetramethyl-1,3,2-dioxaborolane), BrC=1C2=C(C(N(C1)C)=O)SC(=C2)C(=O)N (4-bromo-6-methyl-7-oxothieno[2,3-c]pyridine-2-carboxamide), [O-]P(=O)([O-])[O-].[K+].[K+].[K+] (K3PO4). The reagents and catalysts are C1=CC=C(C=C1)P([C-]2C=CC=C2)C3=CC=CC=C3.C1=CC=C(C=C1)P([C-]2C=CC=C2)C3=CC=CC=C3.Cl[Pd]Cl.[Fe+2] (Pd(dppf)Cl2). Run in O1CCOCC1.O (dioxane H2O). Conditions: temperature 65 celsius, time 3 hour. The product is C1(CC1)COC1=C(C=C(C=C1)S(=O)(=O)CC)C=1C2=C(C(N(C1)C)=O)SC(=C2)C(=O)N (4-[2-(cyclopropylmethoxy)-5-ethylsulfonylphenyl]-6-methyl-7-oxothieno[2,3-c]pyridine-2-carboxamide). Isolated yield 24.9%. RXN SMILES: [CH:1]1([CH2:4][O:5][C:6]2[CH:11]=[CH:10][C:9]([S:12]([CH2:15][CH3:16])(=[O:14])=[O:13])=[CH:8][C:7]=2B2OC(C)(C)C(C)(C)O2)[CH2:3][CH2:2]1.Br[C:27]1[C:28]2[CH:37]=[C:36]([C:38]([NH2:40])=[O:39])[S:35][C:29]=2[C:30](=[O:34])[N:31]([CH3:33])[CH:32]=1.[O-]P([O-])([O-])=O.[K+].[K+].[K+]>O1CCOCC1.O.C1C=CC(P(C2C=CC=CC=2)[C-]2C=CC=C2)=CC=1.C1C=CC(P(C2C=CC=CC=2)[C-]2C=CC=C2)=CC=1.Cl[Pd]Cl.[Fe+2]>[CH:1]1([CH2:4][O:5][C:6]2[CH:11]=[CH:10][C:9]([S:12]([CH2:15][CH3:16])(=[O:13])=[O:14])=[CH:8][C:7]=2[C:27]2[C:28]3[CH:37]=[C:36]([C:38]([NH2:40])=[O:39])[S:35][C:29]=3[C:30](=[O:34])[N:31]([CH3:33])[CH:32]=2)[CH2:2][CH2:3]1 |f:2.3.4.5,6.7,8.9.10.11|. Procedure details: A mixture of 2-[2-(cyclopropylmethoxy)-5-ethylsulfonylphenyl]-4,4,5,5-tetramethyl-1,3,2-dioxaborolane (77 mg, 0.22 mmol), 4-bromo-6-methyl-7-oxothieno[2,3-c]pyridine-2-carboxamide (50 mg, 0.18 mmol), K3PO4 (93 mg, 0.44 mmol), Pd(dppf)Cl2 (13 mg, 10%) in dioxane/H2O (1.6 mL/160 uL) was bubbled with nitrogen for 5 min. The sealed vial was stirred at 65° C. for 3 h. The reaction mixture was filtered through a short plug of celite; the celite plug was washed with EtOAc (15 mL). The filtrate was wash... Reported procedure: A title compound was prepared by the same method as in Example 4, except that the compound of Example 3 and N-(2-aminoethyl)morpholine were used to prepare a yellow oil (yield 74%). Isolated yield 74.0%. Reactants: C(C)OC(=O)CN(C(C(=O)OC)CO)S(=O)(=O)C1=CC=C(C=C1)OC (Methyl 2-[ethoxycarbonylmethyl-(4-methoxy-benzenesulfonyl)-amino]3-hydroxy-propionate), NCCN1CCOCC1 (N-(2-aminoethyl)morpholine). The product is COC1=CC=C(C=C1)S(=O)(=O)N1C(CN(C(C1)=O)CCN1CCOCC1)C(=O)OC (Methyl 1-(4-methoxy-benzenesulfonyl)-4-(2-morpholin-4-yl-ethyl)-5-oxo-piperazine-2-carboxylate), oil. Reaction SMILES: C(O[C:4]([CH2:6][N:7]([S:15]([C:18]1[CH:23]=[CH:22][C:21]([O:24][CH3:25])=[CH:20][CH:19]=1)(=[O:17])=[O:16])[CH:8]([CH2:13]O)[C:9]([O:11][CH3:12])=[O:10])=[O:5])C.[NH2:26][CH2:27][CH2:28][N:29]1[CH2:34][CH2:33][O:32][CH2:31][CH2:30]1>>[CH3:25][O:24][C:21]1[CH:22]=[CH:23][C:18]([S:15]([N:7]2[CH2:6][C:4](=[O:5])[N:26]([CH2:27][CH2:28][N:29]3[CH2:34][CH2:33][O:32][CH2:31][CH2:30]3)[CH2:13][CH:8]2[C:9]([O:11][CH3:12])=[O:10])(=[O:17])=[O:16])=[CH:19][CH:20]=1. Starting materials: COB([O-])OC, COB(OC)OC, OBO, C=C(Br)CN1CCCC1=O, CCO, CCC(O)O, [Li], [Na+], [Na+], O=C([O-])[O-], c1ccccc1, CCCC[Sn](CCCC)(CCCC)c1cccnc1. Yields the product C=C(CN1CCCC1=O)c1cccnc1. Reaction SMILES: [B:36]([O-:37])([O:38][CH3:39])[O:40][CH3:41].[B:43]([O:44][CH3:45])([O:46][CH3:47])[O:48][CH3:49].[BH:55]([OH:56])[OH:57].[Br:1][C:2]([CH2:3][N:4]1[C:5](=[O:9])[CH2:6][CH2:7][CH2:8]1)=[CH2:10].[CH2:64]([OH:65])[CH3:66].[CH:50]([OH:51])([OH:52])[CH2:53][CH3:54].[Li:42].[Na+:11].[Na+:12].[O-:13][C:14](=[O:15])[O-:16].[cH:58]1[cH:59][cH:60][cH:61][cH:62][cH:63]1.[n:17]1[cH:18][c:19]([Sn:23]([CH2:24][CH2:25][CH2:26][CH3:27])([CH2:28][CH2:29][CH2:30][CH3:31])[CH2:32][CH2:33][CH2:34][CH3:35])[cH:20][cH:21][cH:22]1>>[C:2]([CH2:3][N:4]1[C:5](=[O:9])[CH2:6][CH2:7][CH2:8]1)(=[CH2:10])[c:19]1[cH:18][n:17][cH:22][cH:21][cH:20]1. Reactants: FC1(N(CCN1C)C)F (2,2-difluoro-1,3-dimethylimidazolidine), C(=O)(OC(C)(C)C)N1[C@@H](C[C@H](C1)F)C(=O)O ((2S,4R)—N-Boc-4-fluoropyrrolidine-2-carboxylic acid), [F-].[Na+] (NaF), Teflon. Run in ClCCl (dichloromethane), ClCCl (dichloromethane). Conditions: time 5 minute. The product is C(=O)(OC(C)(C)C)N1[C@@H](C[C@H](C1)F)C(=O)F ((2S,4R)—N-Boc-4-fluoropyrrolidine-2-carbonyl fluoride). Isolated yield 90.1%. As a reaction SMILES: [C:1]([N:8]1[CH2:12][C@H:11]([F:13])[CH2:10][C@H:9]1[C:14]([OH:16])=O)([O:3][C:4]([CH3:7])([CH3:6])[CH3:5])=[O:2].[F-].[Na+].[F:19]C1(F)N(C)CCN1C>ClCCl>[C:1]([N:8]1[CH2:12][C@H:11]([F:13])[CH2:10][C@H:9]1[C:14]([F:19])=[O:16])([O:3][C:4]([CH3:7])([CH3:6])[CH3:5])=[O:2] |f:1.2|. Reported procedure: (2S,4R)—N-Boc-4-fluoropyrrolidine-2-carboxylic acid (1.17 g, 5.0 mmol) and NaF (0.63 g, 15 mmol) were taken in a Teflon® reactor and suspended in 10 ml of anhydrous dichloromethane. It was cooled with ice. A solution of 2,2-difluoro-1,3-dimethylimidazolidine (0.817 g, 6.0 mmol) in 2 ml of dichloromethane was slowly added. After 5 minutes stirring, the ice bath was removed and stirring was continued at room temperature for 20 minutes. All the volatiles were removed at reduced pressure and the obt... The reactants are CS(C)=O, CC1CNCCN1, COc1c(F)c(F)cc2c(=O)c(C(=O)O)cn(C3CC3)c12, O. The product is COc1c(N2CCNC(C)C2)c(F)cc2c(=O)c(C(=O)O)cn(C3CC3)c12. RXN SMILES: [CH3:1][S:2]([CH3:3])=[O:4].[CH3:5][CH:6]1[NH:7][CH2:8][CH2:9][NH:10][CH2:11]1.[CH:12]1([n:15]2[cH:16][c:17]([C:30](=[O:31])[OH:32])[c:18](=[O:29])[c:19]3[cH:20][c:21]([F:28])[c:22]([F:27])[c:23]([O:25][CH3:26])[c:24]23)[CH2:13][CH2:14]1.[OH2:33]>>[CH3:5][CH:6]1[NH:7][CH2:8][CH2:9][N:10]([c:22]2[c:21]([F:28])[cH:20][c:19]3[c:18](=[O:29])[c:17]([C:30](=[O:31])[OH:32])[cH:16][n:15]([CH:12]4[CH2:13][CH2:14]4)[c:24]3[c:23]2[O:25][CH3:26])[CH2:11]1.